describe an organic reaction: reactants, conditions, products, and yield From a dataset of the Open Reaction Database (ORD), a public repository of structured organic reaction records. Starting materials: CC[S-], CN(C)C=O, N#Cc1cc(Cl)ccc1F, Cl, [Na+]. The product is CCSc1ccc(Cl)cc1C#N. Reaction SMILES: [CH2:11]([CH3:12])[S-:13].[CH3:16][N:17]([CH3:18])[CH:19]=[O:20].[Cl:1][c:2]1[cH:3][cH:4][c:5]([F:10])[c:6]([C:7]#[N:8])[cH:9]1.[ClH:15].[Na+:14]>>[Cl:1][c:2]1[cH:3][cH:4][c:5]([S:13][CH2:11][CH3:12])[c:6]([C:7]#[N:8])[cH:9]1. Reactants: CN(C)CC1=CC=2CN(CCC2O1)S(=O)(=O)C1=CC=C(C=C1)C(C1=CC=CC=C1)=O (N,N-Dimethyl-[5-(4-benzoylphenylsulfonyl)-4,5,6,7-tetrahydrofuro[3,2-c]pyridin-2-ylmethyl]amine), Cl (hydrogen chloride). Run in CO (methanol), CO (methanol). Yields the product Cl.CN(C)CC1=CC=2CN(CCC2O1)S(=O)(=O)C1=CC=C(C=C1)C(C1=CC=CC=C1)=O (N,N-dimethyl-[5-(4-benzoylphenylsulfonyl)-4,5,6,7-tetrahydrofuro[3,2-c]pyridin-2-ylmethyl]amine hydrochloride). RXN SMILES: [CH3:1][N:2]([CH2:4][C:5]1[O:13][C:12]2[CH2:11][CH2:10][N:9]([S:14]([C:17]3[CH:22]=[CH:21][C:20]([C:23](=[O:30])[C:24]4[CH:29]=[CH:28][CH:27]=[CH:26][CH:25]=4)=[CH:19][CH:18]=3)(=[O:16])=[O:15])[CH2:8][C:7]=2[CH:6]=1)[CH3:3].[ClH:31]>CO>[ClH:31].[CH3:3][N:2]([CH2:4][C:5]1[O:13][C:12]2[CH2:11][CH2:10][N:9]([S:14]([C:17]3[CH:22]=[CH:21][C:20]([C:23](=[O:30])[C:24]4[CH:29]=[CH:28][CH:27]=[CH:26][CH:25]=4)=[CH:19][CH:18]=3)(=[O:16])=[O:15])[CH2:8][C:7]=2[CH:6]=1)[CH3:1] |f:3.4|. Procedure details: N,N-Dimethyl-[5-(4-benzoylphenylsulfonyl)-4,5,6,7-tetrahydrofuro[3,2-c]pyridin-2-ylmethyl]amine 0.182 g was dissolved in 2 ml of methanol; hydrogen chloride in methanol was added in excess, followed by stirring. This mixture was concentrated and washed with diethyl ether to yield the desired product. The product is CNC(=O)OC1OC=C(C(=O)OC)C2CC3OC3(C)C12. As a reaction SMILES: [C:33].[CH2:1]([c:2]1[cH:3][cH:4][cH:5][cH:6][cH:7]1)[O:8][C:9](=[O:10])[C:11]1=[CH:16][O:15][CH:14]([O:17][C:18]([NH:19][CH3:20])=[O:21])[CH:13]2[CH:12]1[CH2:24][CH:23]1[C:22]2([CH3:26])[O:25]1.[CH3:27][CH2:28][O:29][C:30](=[O:31])[CH3:32].[Pd:34]>>[CH3:1][O:8][C:9](=[O:10])[C:11]1=[CH:16][O:15][CH:14]([O:17][C:18]([NH:19][CH3:20])=[O:21])[CH:13]2[CH:12]1[CH2:24][CH:23]1[C:22]2([CH3:26])[O:25]1. Starting materials: C, CNC(=O)OC1OC=C(C(=O)OCc2ccccc2)C2CC3OC3(C)C12, CCOC(C)=O, [Pd]. The reactants are CO, Cl, CC(C)Cn1ncc2cc(Oc3ccc(F)cc3C#N)ccc21, N#N. The product is CC(C)Cn1ncc2cc(Oc3ccc(F)cc3CN)ccc21. Reaction SMILES: [CH3:27][OH:28].[ClH:26].[F:1][c:2]1[cH:3][cH:4][c:5]([O:10][c:11]2[cH:12][c:13]3[cH:14][n:15][n:16]([CH2:20][CH:21]([CH3:22])[CH3:23])[c:17]3[cH:18][cH:19]2)[c:6]([C:7]#[N:8])[cH:9]1.[N:24]#[N:25]>>[F:1][c:2]1[cH:3][cH:4][c:5]([O:10][c:11]2[cH:12][c:13]3[cH:14][n:15][n:16]([CH2:20][CH:21]([CH3:22])[CH3:23])[c:17]3[cH:18][cH:19]2)[c:6]([CH2:7][NH2:8])[cH:9]1. The reactants are BrCC(=O)C1=CC=CC=C1 (2-Bromoacetophenone), [Cl-].[NH4+] (ammonium chloride), C(CC)(=O)CC(=O)OCC (Ethyl propionylacetate), [H-].[Na+] (sodium hydride). Run in C1CCOC1 (THF), C1CCOC1 (THF). Conditions: time 30 minute. Product: C(C)OC(C(C(CC)=O)CC(C1=CC=CC=C1)=O)=O (3-Oxo-2-(2-oxo-2-phenyl-ethyl)-pentanoic Acid Ethyl Ester). The yield is 81.3%. Reaction SMILES: [C:1]([CH2:5][C:6]([O:8][CH2:9][CH3:10])=[O:7])(=[O:4])[CH2:2][CH3:3].[H-].[Na+].Br[CH2:14][C:15]([C:17]1[CH:22]=[CH:21][CH:20]=[CH:19][CH:18]=1)=[O:16].[Cl-].[NH4+]>C1COCC1>[CH2:9]([O:8][C:6](=[O:7])[CH:5]([CH2:14][C:15](=[O:16])[C:17]1[CH:22]=[CH:21][CH:20]=[CH:19][CH:18]=1)[C:1](=[O:4])[CH2:2][CH3:3])[CH3:10] |f:1.2,4.5|. Procedure details: Ethyl propionylacetate (45) (10 g, 69.4 mmol) was added slowly to a stirred suspension of sodium hydride (60% dispersion in mineral oil, 3.33 g, 83.3 mmol, 1.2 equiv) in THF (100 ml) at 0° C. and the mixture was stirred for 30 min. 2-Bromoacetophenone 46a (15.2 g, 76.34 mmol, 1.1 equiv) in THF (10 ml) was added dropwise and the reaction mixture was stirred at room temperature for 16 h. Saturated aqueous ammonium chloride (60 ml) was added and the mixture was subsequently extracted with diethyl e... The reactants are BrC=1C=C(C(=NC1)NCCCN)C (3-(5-Bromo-3-methylpyrid-2-ylamino)propylamine), COC1=NS(N=C1OC)=O (3,4-dimethoxy-1,2,5-thiadiazole-1-oxide), FC1=CC=C(CN)C=C1 (p-Fluorobenzylamine). The solvent is CO (methanol). Conditions: time 2 hour. Product: FC1=CC=C(CNC=2C(=NS(N2)=O)NCCCNC2=NC=C(C=C2C)Br)C=C1 (4-(p-fluorobenzylamino)-3-[3-(5-bromo-3-methylpyrid-2-ylamino)propylamino]-1,2,5-thiadiazole-1-oxide). Yield: 41.1%. As a reaction SMILES: [Br:1][C:2]1[CH:3]=[C:4]([CH3:13])[C:5]([NH:8][CH2:9][CH2:10][CH2:11][NH2:12])=[N:6][CH:7]=1.CO[C:16]1[C:20](OC)=[N:19][S:18](=[O:23])[N:17]=1.[F:24][C:25]1[CH:32]=[CH:31][C:28]([CH2:29][NH2:30])=[CH:27][CH:26]=1>CO>[F:24][C:25]1[CH:32]=[CH:31][C:28]([CH2:29][NH:30][C:16]2[C:20]([NH:12][CH2:11][CH2:10][CH2:9][NH:8][C:5]3[C:4]([CH3:13])=[CH:3][C:2]([Br:1])=[CH:7][N:6]=3)=[N:19][S:18](=[O:23])[N:17]=2)=[CH:27][CH:26]=1. Procedure details: 3-(5-Bromo-3-methylpyrid-2-ylamino)propylamine (1.0 g) was reacted with 3,4-dimethoxy-1,2,5-thiadiazole-1-oxide (0.65 g) in methanol overnight. p-Fluorobenzylamine (0.51 g) was added and the reaction mixture was stirred for 2 hours. The product was filtered off and recrystallised from ethanol to yield 4-(p-fluorobenzylamino)-3-[3-(5-bromo-3-methylpyrid-2-ylamino)propylamino]-1,2,5-thiadiazole-1-oxide (0.77 g, 40%) m.p. 125°-126° C. Starting materials: CSC(=C[N+](=O)[O-])SC, COCCCOC(c1ccccc1)C1CCCNC1, COCCCOC(c1ccccc1)C1CCCN(C(=C[N+](=O)[O-])SC)C1, CC#N, CCN(C(C)C)C(C)C, Cl, CC(C)(C)OC(=O)NCC(N)CC1CCCCC1. The product is COCCCOC(c1ccccc1)C1CCCN(C(=C[N+](=O)[O-])NC(CNC(=O)OC(C)(C)C)CC2CCCCC2)C1. Reaction SMILES: [CH3:21][S:22][C:23]([S:24][CH3:25])=[CH:26][N+:27]([O-:28])=[O:29].[CH3:2][O:3][CH2:4][CH2:5][CH2:6][O:7][CH:8]([c:9]1[cH:10][cH:11][cH:12][cH:13][cH:14]1)[CH:15]1[CH2:16][CH2:17][CH2:18][NH:19][CH2:20]1.[CH3:39][O:40][CH2:41][CH2:42][CH2:43][O:44][CH:45]([CH:46]1[CH2:47][N:48]([C:52](=[CH:53][N+:54](=[O:55])[O-:56])[S:57][CH3:58])[CH2:49][CH2:50][CH2:51]1)[c:59]1[cH:60][cH:61][cH:62][cH:63][cH:64]1.[CH3:83][C:84]#[N:85].[CH:30]([N:31]([CH:32]([CH3:33])[CH3:34])[CH2:35][CH3:36])([CH3:37])[CH3:38].[ClH:1].[NH2:65][CH:66]([CH2:67][NH:68][C:69]([O:70][C:71]([CH3:72])([CH3:73])[CH3:74])=[O:75])[CH2:76][CH:77]1[CH2:78][CH2:79][CH2:80][CH2:81][CH2:82]1>>[CH3:39][O:40][CH2:41][CH2:42][CH2:43][O:44][CH:45]([CH:46]1[CH2:47][N:48]([C:52](=[CH:53][N+:54](=[O:55])[O-:56])[NH:65][CH:66]([CH2:67][NH:68][C:69]([O:70][C:71]([CH3:72])([CH3:73])[CH3:74])=[O:75])[CH2:76][CH:77]2[CH2:78][CH2:79][CH2:80][CH2:81][CH2:82]2)[CH2:49][CH2:50][CH2:51]1)[c:59]1[cH:60][cH:61][cH:62][cH:63][cH:64]1. Starting materials: BrCc1ccccc1, CCOCC, COc1ccc(C=O)cc1OC1CCCC1, [Mg], O, O=S(=O)(O)O. The product is COc1ccc(C(O)Cc2ccccc2)cc1OC1CCCC1. Reaction SMILES: [Br:2][CH2:3][c:4]1[cH:5][cH:6][cH:7][cH:8][cH:9]1.[CH2:31]([O:32][CH2:33][CH3:34])[CH3:35].[CH:10]1([O:15][c:16]2[cH:17][c:18]([CH:19]=[O:20])[cH:21][cH:22][c:23]2[O:24][CH3:25])[CH2:11][CH2:12][CH2:13][CH2:14]1.[Mg:1].[OH2:36].[S:26](=[O:27])(=[O:28])([OH:29])[OH:30]>>[CH2:3]([c:4]1[cH:5][cH:6][cH:7][cH:8][cH:9]1)[CH:19]([c:18]1[cH:17][c:16]([O:15][CH:10]2[CH2:11][CH2:12][CH2:13][CH2:14]2)[c:23]([O:24][CH3:25])[cH:22][cH:21]1)[OH:20]. Reactants: C1(CCCCC1)[Mg]Br (cyclohexyl magnesium bromide), CCOCC (ether), ClC1=CC=C2C(C(NC2=C1)=O)=O (6-chloroisatin). Run in O1CCCC1 (tetrahydrofuran). Conditions: temperature -25 celsius. Product: ClC1=CC=C2C(C(NC2=C1)=O)(O)C1CCCCC1 (rac-6-chloro-3-cyclohexyl-3-hydroxy-1,3-dihydro-indol-2-one). Reaction SMILES: [CH:1]1([Mg]Br)[CH2:6][CH2:5][CH2:4][CH2:3][CH2:2]1.CCOCC.[Cl:14][C:15]1[CH:23]=[C:22]2[C:18]([C:19](=[O:25])[C:20](=[O:24])[NH:21]2)=[CH:17][CH:16]=1>O1CCCC1>[Cl:14][C:15]1[CH:23]=[C:22]2[C:18]([C:19]([CH:1]3[CH2:6][CH2:5][CH2:4][CH2:3][CH2:2]3)([OH:25])[C:20](=[O:24])[NH:21]2)=[CH:17][CH:16]=1. Reported procedure: A solution of cyclohexyl magnesium bromide in ether (2.0 M, 3.10 mL, 6.25 mmol) (Aldrich) was added dropwise to a suspension of 6-chloroisatin (0.45 g, 2.5 mmol) (Crescent) in tetrahydrofuran (12.5 mL) with cooling in a −25° C. bath and magnetic stirring at such a rate that reaction temperature was kept below −10° C. Cooling bath was then removed and mixture was allowed to warm to room temperature. After stirring for an additional 2 hours, 15% aqueous ammonium chloride solution (12.5 mL) was add... The reactants are COC=1C=C(N)C=CC1Br (3-Methoxy-4-bromoaniline), N(=O)[O-].[Na+] (sodium nitrite). Run in S(O)(O)(=O)=O (sulphuric acid), O (water), O (water), S(O)(O)(=O)=O (sulphuric acid), O (water). Conditions: time 3 hour. The product is COC=1C=C(C=CC1Br)O (3-Methoxy-4-bromophenol). The yield is 69.9%. Reaction SMILES: [CH3:1][O:2][C:3]1[CH:4]=[C:5]([CH:7]=[CH:8][C:9]=1[Br:10])N.N([O-])=[O:12].[Na+]>O.S(=O)(=O)(O)O>[CH3:1][O:2][C:3]1[CH:4]=[C:5]([OH:12])[CH:7]=[CH:8][C:9]=1[Br:10] |f:1.2|. Procedure: 3-Methoxy-4-bromoaniline (D1) (10.0 g, 49 mmoles) in water (60 ml) and concentrated sulphuric acid (30 ml) was treated with a solution of sodium nitrite (3.4 g, 49 mmoles) in water (15 ml) dropwise keeping the temperature below 5° C. The resulting slurry was then added slowly to a mixture of water (60 ml) and concentrated sulphuric acid (30 ml) at 80° C. and stirred at this temperature for 3 hrs. The mixture was cooled and extracted with dichloromethane (2×200 ml). The organics were then extract...